This data is from the Open Reaction Database (ORD), a public repository of structured organic reaction records. The task is: describe an organic reaction: reactants, conditions, products, and yield Starting materials: [OH-].[Na+] (NaOH), ClC1=CC=C2C(=N1)C=C(N2S(=O)(=O)C2=CC=CC=C2)C(=O)OCC (ethyl 5-chloro-1-(phenylsulfonyl)-1H-pyrrolo[3,2-b]pyridine-2-carboxylate), Cl (HCl). The solvent is C1CCOC1 (THF). Conditions: time 8 hour. Yields the product ClC1=CC=C2C(=N1)C=C(N2)C(=O)O (5-chloro-1H-pyrrolo[3,2-b]pyridine-2-carboxylic acid). RXN SMILES: [Cl:1][C:2]1[N:7]=[C:6]2[CH:8]=[C:9]([C:20]([O:22]CC)=[O:21])[N:10](S(C3C=CC=CC=3)(=O)=O)[C:5]2=[CH:4][CH:3]=1.[OH-].[Na+].Cl>C1COCC1>[Cl:1][C:2]1[N:7]=[C:6]2[CH:8]=[C:9]([C:20]([OH:22])=[O:21])[NH:10][C:5]2=[CH:4][CH:3]=1 |f:1.2|. Reported procedure: To a suspension of ethyl 5-chloro-1-(phenylsulfonyl)-1H-pyrrolo[3,2-b]pyridine-2-carboxylate (2.50 g, 6.85 mmol, prepared as in Example 82, Step 1) in THF (20 mL) was added 1.0 M NaOH (20 mL, 20 mmol) and the reaction was stirred overnight. Concentrated HCl was added to acidify (to pH ˜2). The product was extracted with ethyl acetate. The combined extracts were dried over sodium sulfate, filtered and concentrated to afford a white solid. The yield was close to theoretical and the product was use... Reactants: CC1(COC(=O)Oc2c(F)c(F)c(F)c(F)c2F)COC(=O)OC1, C1CCOC1, C=C(C)C(=O)OCCO, [Cs+], [F-]. Product: C=C(C)C(=O)OCCOC(=O)OCC1(C)COC(=O)OC1. Reaction SMILES: [C:10]([O:11][CH2:12][C:13]1([CH3:20])[CH2:14][O:15][C:16](=[O:19])[O:17][CH2:18]1)([O:21][c:23]1[c:24]([F:25])[c:26]([F:27])[c:28]([F:29])[c:30]([F:31])[c:32]1[F:33])=[O:22].[CH2:36]1[O:37][CH2:38][CH2:39][CH2:40]1.[CH3:1][C:2](=[CH2:3])[C:4](=[O:5])[O:6][CH2:7][CH2:8][OH:9].[Cs+:35].[F-:34]>>[CH3:1][C:2](=[CH2:3])[C:4](=[O:5])[O:6][CH2:7][CH2:8][O:9][C:10]([O:11][CH2:12][C:13]1([CH3:20])[CH2:14][O:15][C:16](=[O:19])[O:17][CH2:18]1)=[O:21]. Reactants: Brc1cnc2nnn(Cc3ccc4c(c3)CCO4)c2n1, CC(C)(C)OC(=O)NC1CCNC1, [H-], [Na+], CN(C)C=O, O. The product is CC(C)(C)OC(=O)NC1CCN(c2cnc3nnn(Cc4ccc5c(c4)CCO5)c3n2)C1. As a reaction SMILES: [Br:16][c:17]1[cH:18][n:19][c:20]2[c:21]([n:22]1)[n:23]([CH2:26][c:27]1[cH:28][cH:29][c:30]3[c:31]([cH:35]1)[CH2:32][CH2:33][O:34]3)[n:24][n:25]2.[C:1]([CH3:2])([CH3:3])([CH3:4])[O:5][C:6]([NH:7][CH:8]1[CH2:9][NH:10][CH2:11][CH2:12]1)=[O:13].[H-:15].[Na+:14].[O:37]=[CH:38][N:39]([CH3:40])[CH3:41].[OH2:36]>>[C:1]([CH3:2])([CH3:3])([CH3:4])[O:5][C:6]([NH:7][CH:8]1[CH2:9][N:10]([c:17]2[cH:18][n:19][c:20]3[c:21]([n:22]2)[n:23]([CH2:26][c:27]2[cH:28][cH:29][c:30]4[c:31]([cH:35]2)[CH2:32][CH2:33][O:34]4)[n:24][n:25]3)[CH2:11][CH2:12]1)=[O:13]. Starting materials: CN1CCN(CC1)C1=CC=C(C=C1)NC(=O)C=1C=2N=CC=NC2C(=CC1)C1=CC=CC2=CC=CC=C12 (8-Naphthalen-1-yl-quinoxaline-5-carboxylic acid [4-(4-methyl-piperazin-1-yl)-phenyl]-amide), CN1CCN(CC1)CC=1N=C(NC1)[N+](=O)[O-] (1-methyl-4-(2-nitro-1H-imidazol-4-ylmethyl)-piperazine), CO.C1CCOC1 (MeOH THF), CO (MeOH). Reagents/catalysts: [Ni] (Raney nickel). Solvent: C(Cl)Cl.CO (DCM MeOH). Yields the product CN1CCN(CC1)CC=1N=C(NC1)NC(=O)C=1C=2N=CC=NC2C(=CC1)C1=CC=CC2=CC=CC=C12 (8-Naphthalen-1-yl-quinoxaline-5-carboxylic acid [4-(4-methyl-piperazin-1-ylmethyl)-1H-imidazol-2-yl]-amide). RXN SMILES: CN1CCN(C2C=CC(N[C:15]([C:17]3[C:18]4[N:19]=[CH:20][CH:21]=[N:22][C:23]=4[C:24]([C:27]4[C:36]5[C:31](=[CH:32][CH:33]=[CH:34][CH:35]=5)[CH:30]=[CH:29][CH:28]=4)=[CH:25][CH:26]=3)=[O:16])=CC=2)CC1.CO.C1COCC1.CO.[CH3:46][N:47]1[CH2:52][CH2:51][N:50]([CH2:53][C:54]2[N:55]=[C:56]([N+:59]([O-])=O)[NH:57][CH:58]=2)[CH2:49][CH2:48]1>[Ni].C(Cl)Cl.CO>[CH3:46][N:47]1[CH2:52][CH2:51][N:50]([CH2:53][C:54]2[N:55]=[C:56]([NH:59][C:15]([C:17]3[C:18]4[N:19]=[CH:20][CH:21]=[N:22][C:23]=4[C:24]([C:27]4[C:36]5[C:31](=[CH:32][CH:33]=[CH:34][CH:35]=5)[CH:30]=[CH:29][CH:28]=4)=[CH:25][CH:26]=3)=[O:16])[NH:57][CH:58]=2)[CH2:49][CH2:48]1 |f:1.2,6.7|. Procedure: The title compound was prepared in analogy to the procedures described in Example 14 but using 8-naphthalen-1-yl-quinoxaline-5-carboxylic acid (Example 46) in Step 14.1, Raney nickel and MeOH/THF (1:1) instead of palladium on carbon and MeOH in Step 14.2 and 1-methyl-4-(2-nitro-1H-imidazol-4-ylmethyl)-piperazine (Step 20.1) instead of 2-nitroimidazole in Step 14.3. Title compound: ESI-MS: 478.1 [M+H]+; tR=3.36 min (System 1); TLC: Rf=0.15 (DCM/MeOH, 9:1). Starting materials: CCOC(=O)CC(=O)OCC, CC(C)=O, Cc1nc(Cl)c([N+](=O)[O-])c(Nc2ccc(CCO)cc2)n1, [Na+], [OH-]. The product is CCOC(=O)C(C(=O)OCC)c1nc(C)nc(Nc2ccc(CCO)cc2)c1[N+](=O)[O-]. Reaction SMILES: [C:22]([CH2:23][C:24](=[O:25])[O:26][CH2:27][CH3:28])(=[O:29])[O:30][CH2:31][CH3:32].[CH3:35][C:36](=[O:37])[CH3:38].[Cl:1][c:2]1[c:3]([N+:19](=[O:20])[O-:21])[c:4]([NH:9][c:10]2[cH:11][cH:12][c:13]([CH2:16][CH2:17][OH:18])[cH:14][cH:15]2)[n:5][c:6]([CH3:8])[n:7]1.[Na+:34].[OH-:33]>>[c:2]1([CH:23]([C:22](=[O:29])[O:30][CH2:31][CH3:32])[C:24](=[O:25])[O:26][CH2:27][CH3:28])[c:3]([N+:19](=[O:20])[O-:21])[c:4]([NH:9][c:10]2[cH:11][cH:12][c:13]([CH2:16][CH2:17][OH:18])[cH:14][cH:15]2)[n:5][c:6]([CH3:8])[n:7]1. Reaction conditions: temperature 25 celsius, time 18 hour. Reactants: [N+](=O)([O-])C=1C=C(CO)C=C(C1)[N+](=O)[O-] (3,5-Dinitrobenzylalcohol), ammonium sulfide. RXN SMILES: [N+:1]([C:4]1[CH:5]=[C:6]([CH:9]=[C:10]([N+:12]([O-])=O)[CH:11]=1)[CH2:7][OH:8])([O-:3])=[O:2].[NH4+]=S>CO>[NH2:12][C:10]1[CH:9]=[C:6]([CH:5]=[C:4]([N+:1]([O-:3])=[O:2])[CH:11]=1)[CH2:7][OH:8]. Procedure details: To a solution of 3,5-dinitrobenzyl alcohol (129.1 g, 0.65 mol; from step (i) above) in MeOH (1500 mL) at reflux was added ammonium sulfide (450 mL, 442.9 g of 20 wt % in H2O, 1.30 mol) over 45 min. The resulting heterogeneous mixture was refluxed for 2 h and stirred at 25° C. for 18 h. The solution was filtered through a pad of Celite, the filtrate was acidified with 2N HCl and the MeOH distilled off in vacuo. The remaining acidic aqueous solution was washed with Et2O (3×) and basified with 6N N... Run in CO (MeOH). Yield: 87.7%. The product is NC=1C=C(CO)C=C(C1)[N+](=O)[O-] (3-Amino-5-nitrobenzyl alcohol). The reactants are ClCCCOC1=CC=C(C=C1)C1(CCOCC1)C#N (4-[4-(3-chloro-propoxy)-phenyl]-tetrahydropyran-4-carbonitrile), BrCCCOC1=CC=C(C=C1)C1(CCOCC1)C#N (4-[4-(3-bromo-propoxy)-phenyl]-tetrahydropyran-4-carbonitrile), C(=O)([O-])[O-].[K+].[K+] (K2CO3), Cl.N1CCC1 (azetidine hydrochloride). Run in C(C)#N (acetonitrile). Run at temperature 40 celsius. The product is N1(CCC1)CCCOC1=CC=C(C=C1)C1(CCOCC1)C#N (4-[4-(3-azetidin-1-ylpropoxy)phenyl]tetrahydro-2H-pyran-4-carbonitrile). Yield: 57.0%. RXN SMILES: Cl[CH2:2][CH2:3][CH2:4][O:5][C:6]1[CH:11]=[CH:10][C:9]([C:12]2([C:18]#[N:19])[CH2:17][CH2:16][O:15][CH2:14][CH2:13]2)=[CH:8][CH:7]=1.BrCCCOC1C=CC([C:31]2([C:37]#[N:38])CCOC[CH2:32]2)=CC=1.C([O-])([O-])=O.[K+].[K+].Cl.N1CCC1>C(#N)C>[N:38]1([CH2:2][CH2:3][CH2:4][O:5][C:6]2[CH:11]=[CH:10][C:9]([C:12]3([C:18]#[N:19])[CH2:17][CH2:16][O:15][CH2:14][CH2:13]3)=[CH:8][CH:7]=2)[CH2:37][CH2:31][CH2:32]1 |f:2.3.4,5.6|. Reported procedure: A mixture of 4-[4-(3-chloro-propoxy)-phenyl]-tetrahydropyran-4-carbonitrile and 4-[4-(3-bromo-propoxy)-phenyl]-tetrahydropyran-4-carbonitrile (7.5 g, 27 mmol), K2CO3 (9.6 g, 70 mmol) and azetidine hydrochloride (4.0 g, 43 mmol) in acetonitrile (80 mL) was heated at 40° C. for 18 hours. The mixture was concentrated in vacuo then partitioned between water (150 mL) and ethyl acetate (150 mL). The organic layer was extracted with 2M HCl solution (2×100 mL) and the combined acid layers basified with ...